describe an organic reaction: reactants, conditions, products, and yield From a dataset of the Open Reaction Database (ORD), a public repository of structured organic reaction records. Starting materials: O=c1nc[nH]c2ccc(Br)cc12, O=C([O-])[O-], C1COCCO1, CC1(C)OB(c2ccc(-n3c(CC4CCN(C(=O)C5CC5)C4)n[nH]c3=O)c(F)c2)OC1(C)C, [K+], [K+]. The product is O=C(C1CC1)N1CCC(Cc2n[nH]c(=O)n2-c2ccc(-c3ccc4[nH]cnc(=O)c4c3)cc2F)C1. As a reaction SMILES: [Br:34][c:35]1[cH:36][c:37]2[c:38](=[O:45])[n:39][cH:40][nH:41][c:42]2[cH:43][cH:44]1.[C:46](=[O:47])([O-:48])[O-:49].[CH2:52]1[O:53][CH2:54][CH2:55][O:56][CH2:57]1.[CH:1]1([C:4](=[O:5])[N:6]2[CH2:7][CH:8]([CH2:11][c:12]3[n:13](-[c:18]4[c:19]([F:33])[cH:20][c:21]([B:24]5[O:25][C:26]([CH3:27])([CH3:28])[C:29]([CH3:30])([CH3:31])[O:32]5)[cH:22][cH:23]4)[c:14](=[O:17])[nH:15][n:16]3)[CH2:9][CH2:10]2)[CH2:2][CH2:3]1.[K+:50].[K+:51]>>[CH:1]1([C:4](=[O:5])[N:6]2[CH2:7][CH:8]([CH2:11][c:12]3[n:13](-[c:18]4[c:19]([F:33])[cH:20][c:21](-[c:35]5[cH:36][c:37]6[c:38](=[O:45])[n:39][cH:40][nH:41][c:42]6[cH:43][cH:44]5)[cH:22][cH:23]4)[c:14](=[O:17])[nH:15][n:16]3)[CH2:9][CH2:10]2)[CH2:2][CH2:3]1. Reactants: CNC(=O)C1=CC=CC=2SC(=CC21)C2=NC(=NC=C2C)Cl (2-(2-chloro-5-methylpyrimidin-4-yl)-benzo[b]thiophene-4-carboxylic acid methylamide), C1(CC1)NC(=O)C1=CC=CC=2SC(=CC21)C2=NC(=NC=C2F)NCCCC2CCNCC2 (2-[5-fluoro-2-(3-piperidin-4-ylpropylamino)-pyrimidin-4-yl]-benzo[b]thiophene-4-carboxylic acid cyclopropylamide). The product is CNC(=O)C1=CC=CC=2SC(=CC21)C2=NC(=NC=C2C)NCCCC2CCNCC2 (2-[5-Methyl-2-(3-piperidin-4-ylpropylamino)-pyrimidin-4-yl]-benzo[b]thiophene-4-carboxylic acid methylamide). RXN SMILES: [CH:1]1([NH:4][C:5]([C:7]2[C:15]3[CH:14]=[C:13]([C:16]4[C:21](F)=[CH:20][N:19]=[C:18]([NH:23][CH2:24][CH2:25][CH2:26][CH:27]5[CH2:32][CH2:31][NH:30][CH2:29][CH2:28]5)[N:17]=4)[S:12][C:11]=3[CH:10]=[CH:9][CH:8]=2)=[O:6])CC1.[CH3:33]NC(C1C2C=C(C3C(C)=CN=C(Cl)N=3)SC=2C=CC=1)=O>>[CH3:1][NH:4][C:5]([C:7]1[C:15]2[CH:14]=[C:13]([C:16]3[C:21]([CH3:33])=[CH:20][N:19]=[C:18]([NH:23][CH2:24][CH2:25][CH2:26][CH:27]4[CH2:32][CH2:31][NH:30][CH2:29][CH2:28]4)[N:17]=3)[S:12][C:11]=2[CH:10]=[CH:9][CH:8]=1)=[O:6]. Procedure: Using the method of 2-[5-fluoro-2-(3-piperidin-4-ylpropylamino)-pyrimidin-4-yl]-benzo[b]thiophene-4-carboxylic acid cyclopropylamide, the title compound is synthesized from 2-(2-chloro-5-methylpyrimidin-4-yl)-benzo[b]thiophene-4-carboxylic acid methylamide and isolated as a yellow solid. ES+(m/z) 424 [M+H]. Reactants: CCOC(=O)C(C)(C)Br, [Na], CN(C)C=O, c1ccncc1, O=S(O)c1ccc2ncsc2c1. Product: CCOC(=O)C(C)(C)S(=O)(=O)c1ccc2ncsc2c1. Reaction SMILES: [Br:20][C:21]([C:22](=[O:23])[O:24][CH2:25][CH3:26])([CH3:27])[CH3:28].[Na:1].[O:29]=[CH:30][N:31]([CH3:32])[CH3:33].[cH:14]1[cH:15][cH:16][n:17][cH:18][cH:19]1.[s:2]1[cH:3][n:4][c:5]2[c:6]1[cH:7][c:8]([S:11](=[O:12])[OH:13])[cH:9][cH:10]2>>[s:2]1[cH:3][n:4][c:5]2[c:6]1[cH:7][c:8]([S:11](=[O:12])(=[O:13])[C:21]([C:22](=[O:23])[O:24][CH2:25][CH3:26])([CH3:27])[CH3:28])[cH:9][cH:10]2. Reactants: [Al+3], [H-], [H-], [H-], [H-], [Li+], [Na+], [OH-], O, CCOC(=O)c1nccn1CCCc1ccc(OCc2coc(C=Cc3ccccc3)n2)cc1. Product: OCc1nccn1CCCc1ccc(OCc2coc(C=Cc3ccccc3)n2)cc1. As a reaction SMILES: [Al+3:2].[H-:1].[H-:4].[H-:5].[H-:6].[Li+:3].[Na+:42].[OH-:41].[OH2:43].[c:7]1([CH:13]=[CH:14][c:15]2[o:16][cH:17][c:18]([CH2:20][O:21][c:22]3[cH:23][cH:24][c:25]([CH2:28][CH2:29][CH2:30][n:31]4[c:32]([C:36](=[O:37])[O:38][CH2:39][CH3:40])[n:33][cH:34][cH:35]4)[cH:26][cH:27]3)[n:19]2)[cH:8][cH:9][cH:10][cH:11][cH:12]1>>[c:7]1([CH:13]=[CH:14][c:15]2[o:16][cH:17][c:18]([CH2:20][O:21][c:22]3[cH:23][cH:24][c:25]([CH2:28][CH2:29][CH2:30][n:31]4[c:32]([CH2:36][OH:37])[n:33][cH:34][cH:35]4)[cH:26][cH:27]3)[n:19]2)[cH:8][cH:9][cH:10][cH:11][cH:12]1. Reactants: [BH4-], COC(=O)C(CNC(=O)OC(C)(C)C)N(CC(C)C)C(=O)c1cnc(C(C)(C)C)nc1NCc1ccco1, C1CCOC1, CCO, [Ca+2], [Cl-], [Cl-], [Na+], O=C(O)CC(O)(CC(=O)O)C(=O)O. Yields the product CC(C)CN(C(=O)c1cnc(C(C)(C)C)nc1NCc1ccco1)C(CO)CNC(=O)OC(C)(C)C. As a reaction SMILES: [BH4-:4].[C:6]([CH3:7])([CH3:8])([CH3:9])[O:10][C:11](=[O:12])[NH:13][CH2:14][CH:15]([N:16]([CH2:17][CH:18]([CH3:19])[CH3:20])[C:21](=[O:22])[c:23]1[c:24]([NH:33][CH2:34][c:35]2[o:36][cH:37][cH:38][cH:39]2)[n:25][c:26]([C:29]([CH3:30])([CH3:31])[CH3:32])[n:27][cH:28]1)[C:40](=[O:41])[O:42][CH3:43].[CH2:47]1[O:48][CH2:49][CH2:50][CH2:51]1.[CH3:44][CH2:45][OH:46].[Ca+2:3].[Cl-:1].[Cl-:2].[Na+:5].[OH:52][C:53]([CH2:54][C:55]([C:56](=[O:57])[OH:58])([CH2:59][C:60](=[O:61])[OH:62])[OH:63])=[O:64]>>[C:6]([CH3:7])([CH3:8])([CH3:9])[O:10][C:11](=[O:12])[NH:13][CH2:14][CH:15]([N:16]([CH2:17][CH:18]([CH3:19])[CH3:20])[C:21](=[O:22])[c:23]1[c:24]([NH:33][CH2:34][c:35]2[o:36][cH:37][cH:38][cH:39]2)[n:25][c:26]([C:29]([CH3:30])([CH3:31])[CH3:32])[n:27][cH:28]1)[CH2:40][OH:41]. Starting materials: C=Cc1cc(C#Cc2ccc(CC(=O)OC)cc2)cc2c1C(N(C)C1CC1)CCC2(C)C, CO, [Li+], C1CCOC1, [OH-]. As a reaction SMILES: [CH3:1][O:2][C:3]([CH2:4][c:5]1[cH:6][cH:7][c:8]([C:11]#[C:12][c:13]2[cH:14][c:15]3[c:20]([c:21]([CH:23]=[CH2:24])[cH:22]2)[CH:19]([N:25]([CH3:26])[CH:27]2[CH2:28][CH2:29]2)[CH2:18][CH2:17][C:16]3([CH3:30])[CH3:31])[cH:9][cH:10]1)=[O:32].[CH3:35][OH:36].[Li+:33].[O:37]1[CH2:38][CH2:39][CH2:40][CH2:41]1.[OH-:34]>>[O:2]=[C:3]([CH2:4][c:5]1[cH:6][cH:7][c:8]([C:11]#[C:12][c:13]2[cH:14][c:15]3[c:20]([c:21]([CH:23]=[CH2:24])[cH:22]2)[CH:19]([N:25]([CH3:26])[CH:27]2[CH2:28][CH2:29]2)[CH2:18][CH2:17][C:16]3([CH3:30])[CH3:31])[cH:9][cH:10]1)[OH:32]. Yields the product C=Cc1cc(C#Cc2ccc(CC(=O)O)cc2)cc2c1C(N(C)C1CC1)CCC2(C)C. The reactants are O=C([O-])O, Cc1ccccc1, OC(c1cc2cc(C(F)(F)F)ccc2s1)C1CCCCC1, [Na+], O=S(Cl)Cl. Product: FC(F)(F)c1ccc2sc(C(Cl)C3CCCCC3)cc2c1. Reaction SMILES: [C:26](=[O:27])([O-:28])[OH:29].[CH3:31][c:32]1[cH:33][cH:34][cH:35][cH:36][cH:37]1.[CH:1]1([CH:7]([OH:8])[c:9]2[s:10][c:11]3[c:12]([cH:13]2)[cH:14][c:15]([C:18]([F:19])([F:20])[F:21])[cH:16][cH:17]3)[CH2:2][CH2:3][CH2:4][CH2:5][CH2:6]1.[Na+:30].[S:22]([Cl:23])([Cl:24])=[O:25]>>[CH:1]1([CH:7]([c:9]2[s:10][c:11]3[c:12]([cH:13]2)[cH:14][c:15]([C:18]([F:19])([F:20])[F:21])[cH:16][cH:17]3)[Cl:24])[CH2:2][CH2:3][CH2:4][CH2:5][CH2:6]1. Starting materials: FC1=C(C(=O)N2[C@@H](CCC2)C(=O)OC(C)C)C=CC=C1[N+](=O)[O-] (isopropyl (S)-1-(2-fluoro-3-nitrobenzoyl)pyrrolidine-2-carboxylate). Reagents/catalysts: [Pd] (palladium on carbon). Solvent: CO (methanol). Yields the product NC=1C(=C(C(=O)N2[C@@H](CCC2)C(=O)OC(C)C)C=CC1)F (isopropyl (S)-1-(3-amino-2-fluorobenzoyl)pyrrolidine-2-carboxylate). Yield: 97.0%. Reaction SMILES: [F:1][C:2]1[C:20]([N+:21]([O-])=O)=[CH:19][CH:18]=[CH:17][C:3]=1[C:4]([N:6]1[CH2:10][CH2:9][CH2:8][C@H:7]1[C:11]([O:13][CH:14]([CH3:16])[CH3:15])=[O:12])=[O:5]>CO.[Pd]>[NH2:21][C:20]1[C:2]([F:1])=[C:3]([CH:17]=[CH:18][CH:19]=1)[C:4]([N:6]1[CH2:10][CH2:9][CH2:8][C@H:7]1[C:11]([O:13][CH:14]([CH3:15])[CH3:16])=[O:12])=[O:5]. Reported procedure: A solution of 2.12 g (6.55 mmol, 1.0 eq) of isopropyl (S)-1-(2-fluoro-3-nitrobenzoyl)pyrrolidine-2-carboxylate in 40 ml of methanol in the presence of 0.32 g (15% by weight) of palladium on carbon at 10% was stirred under a hydrogen atmosphere at ambient temperature for 16 hours. The reaction medium was filtered through celite and concentrated to dryness. 1.87 g of isopropyl (S)-1-(3-amino-2-fluorobenzoyl)pyrrolidine-2-carboxylate were obtained in the form of a colorless oil. Yield=97%. The reactants are C(C)(C)(C)OC(=O)C1NC(C(C1C1=C(C(=CC=C1)Cl)F)(C#N)C1=C(C=C(C=C1)Cl)F)CC(C)(C)C(=O)OCC1=CC=CC=C1 (rac-(2R,3S,4R,5S)-5-(2-benzyloxycarbonyl-2-methyl-propyl)-3-(3-chloro-2-fluoro-phenyl)-4-(4-chloro-2-fluoro-phenyl)-4-cyano-pyrrolidine-2-carboxylic acid tert-butyl ester), FC(C(=O)O)(F)F (trifluoroacetic acid). The solvent is ClCCl (dichloromethane). Product: FC(C(=O)O)(F)F.C(C1=CC=CC=C1)OC(=O)C(CC1C(C(C(N1)C(=O)O)C1=C(C(=CC=C1)Cl)F)(C#N)C1=C(C=C(C=C1)Cl)F)(C)C (rac-(2R,3S,4R,5S)-5-(2-benzyloxycarbonyl-2-methyl-propyl)-3-(3-chloro-2-fluoro-phenyl)-4-(4-chloro-2-fluoro-phenyl)-4-cyano-pyrrolidine-2-carboxylic acid trifluoroacetic acid). Yield: 86.0%. Reaction SMILES: C([O:5][C:6]([CH:8]1[CH:12]([C:13]2[CH:18]=[CH:17][CH:16]=[C:15]([Cl:19])[C:14]=2[F:20])[C:11]([C:23]2[CH:28]=[CH:27][C:26]([Cl:29])=[CH:25][C:24]=2[F:30])([C:21]#[N:22])[CH:10]([CH2:31][C:32]([C:35]([O:37][CH2:38][C:39]2[CH:44]=[CH:43][CH:42]=[CH:41][CH:40]=2)=[O:36])([CH3:34])[CH3:33])[NH:9]1)=[O:7])(C)(C)C.[F:45][C:46]([F:51])([F:50])[C:47]([OH:49])=[O:48]>ClCCl>[F:45][C:46]([F:51])([F:50])[C:47]([OH:49])=[O:48].[CH2:38]([O:37][C:35]([C:32]([CH3:34])([CH3:33])[CH2:31][CH:10]1[NH:9][CH:8]([C:6]([OH:7])=[O:5])[CH:12]([C:13]2[CH:18]=[CH:17][CH:16]=[C:15]([Cl:19])[C:14]=2[F:20])[C:11]1([C:23]1[CH:28]=[CH:27][C:26]([Cl:29])=[CH:25][C:24]=1[F:30])[C:21]#[N:22])=[O:36])[C:39]1[CH:44]=[CH:43][CH:42]=[CH:41][CH:40]=1 |f:3.4|. Procedure: In a manner similar to the method described in Example 25a, rac-(2R,3S,4R,5S)-5-(2-benzyloxycarbonyl-2-methyl-propyl)-3-(3-chloro-2-fluoro-phenyl)-4-(4-chloro-2-fluoro-phenyl)-4-cyano-pyrrolidine-2-carboxylic acid tert-butyl ester prepared in Example 103b (0.98 g, 1.6 mmol) was reacted with trifluoroacetic acid in dichloromethane at room temperature to give rac-(2R,3S,4R,5S)-5-(2-benzyloxycarbonyl-2-methyl-propyl)-3-(3-chloro-2-fluoro-phenyl)-4-(4-chloro-2-fluoro-phenyl)-4-cyano-pyrrolidine-2-ca... The reactants are C1CCOC1, CCOC(=O)C1CCn2c(C)nnc21, CO, [Li+], [OH-], O. Yields the product Cc1nnc2n1CCC2C(=O)O. Reaction SMILES: [CH2:17]1[O:18][CH2:19][CH2:20][CH2:21]1.[CH3:1][c:2]1[n:3]2[c:4]([n:5][n:6]1)[CH:7]([C:10](=[O:11])[O:12][CH2:13][CH3:14])[CH2:8][CH2:9]2.[CH3:23][OH:24].[Li+:16].[OH-:15].[OH2:22]>>[CH3:1][c:2]1[n:3]2[c:4]([n:5][n:6]1)[CH:7]([C:10](=[O:11])[OH:12])[CH2:8][CH2:9]2.